Dataset: the Open Reaction Database (ORD), a public repository of structured organic reaction records. Task: describe an organic reaction: reactants, conditions, products, and yield The reactants are C(C)(=O)N1CCC2=CC(=CC=C12)C(CC)=O (1-acetyl-5-propionylindoline), pyrrolidone hydrotribromide. The reagents and catalysts are S(O)(O)(=O)=O (sulfuric acid). Solvent: O1CCCC1 (tetrahydrofuran). Run at time 16 hour. The product is C(C)(=O)N1CCC2=CC(=CC=C12)C(C(C)Br)=O (1-acetyl-5-(2-bromopropionyl)indoline). The yield is 79.1%. Reaction SMILES: [C:1]([N:4]1[C:12]2[C:7](=[CH:8][C:9]([C:13](=[O:16])[CH2:14][CH3:15])=[CH:10][CH:11]=2)[CH2:6][CH2:5]1)(=[O:3])[CH3:2].C1CNC(=O)C1.[Br:23][Br-]Br>O1CCCC1.S(=O)(=O)(O)O>[C:1]([N:4]1[C:12]2[C:7](=[CH:8][C:9]([C:13](=[O:16])[CH:14]([Br:23])[CH3:15])=[CH:10][CH:11]=2)[CH2:6][CH2:5]1)(=[O:3])[CH3:2] |f:1.2|. Reported procedure: To a solution of 1-acetyl-5-propionylindoline (1.65 g) in tetrahydrofuran (150 ml) were added concentrated sulfuric acid (5 drops) and pyrrolidone hydrotribromide (4.14 g), and the mixture was stirred at room temperature for 16 hours. The insoluble materials were filtered off, and the filtrate was concentrated under reduced pressure. The residue was extracted with ethyl acetate, and the extract was washed with water, dried over anhydrous magnesium sulfate. The solvent was evaporated under reduce... Starting materials: N1C=NC=C1 (imidazole), ClC=1N=C(C2=C(N1)SC(=C2)CC)NCC2=CC=C(C=C2)F (2-chloro-6-ethyl-4-(4-fluorobenzylamino)-thieno-[2,3-d]-pyrimidine). The product is N1(C=NC=C1)C=1N=C(C2=C(N1)SC(=C2)CC)NCC2=CC=C(C=C2)F (2-(imidazol-1-yl)-6-ethyl-4-(4-fluorobenzylamino)-thieno-[2,3-d]-pyrimidine). RXN SMILES: [NH:1]1[CH:5]=[CH:4][N:3]=[CH:2]1.Cl[C:7]1[N:8]=[C:9]([NH:18][CH2:19][C:20]2[CH:25]=[CH:24][C:23]([F:26])=[CH:22][CH:21]=2)[C:10]2[CH:15]=[C:14]([CH2:16][CH3:17])[S:13][C:11]=2[N:12]=1>>[N:1]1([C:7]2[N:8]=[C:9]([NH:18][CH2:19][C:20]3[CH:21]=[CH:22][C:23]([F:26])=[CH:24][CH:25]=3)[C:10]3[CH:15]=[C:14]([CH2:16][CH3:17])[S:13][C:11]=3[N:12]=2)[CH:5]=[CH:4][N:3]=[CH:2]1. Procedure details: Following the procedure of Example 97, the reaction of imidazole with 2-chloro-6-ethyl-4-(4-fluorobenzylamino)-thieno-[2,3-d]-pyrimidine gives 2-(imidazol-1-yl)-6-ethyl-4-(4-fluorobenzylamino)-thieno-[2,3-d]-pyrimidine.